describe an organic reaction: reactants, conditions, products, and yield From a dataset of the Open Reaction Database (ORD), a public repository of structured organic reaction records. Starting materials: C(CCCCCCC)ON1C(CC(CC1(C)C)N(CCCCCCN(C1=NC(=NC(=N1)Cl)NCCCCC1CC(N(C(C1)(C)C)OCCCCCCCC)(C)C)C1CC(N(C(C1)(C)C)OCCCCCCCC)(C)C)C1=NC(=NC(=N1)Cl)NCCCCC1CC(N(C(C1)(C)C)OCCCCCCCC)(C)C)(C)C (N,N'-bis(1-octyloxy-2,2,6,6-tetramethylpiperidin-4-yl)-N,N'-bis{2-chloro-4-[N-(1-octyloxy-2,2,6,6-tetramethylpiperidin-4-yl)butylamino]-1,3,5-triazin-6-yl}-1,6-hexanediamine), C(O)CN (ethanolamine). Yields the product C(CCCCCCC)ON1C(CC(CC1(C)C)N(CCCCCCN(C1=NC(=NC(=N1)NCCO)NCCCCC1CC(N(C(C1)(C)C)OCCCCCCCC)(C)C)C1CC(N(C(C1)(C)C)OCCCCCCCC)(C)C)C1=NC(=NC(=N1)NCCO)NCCCCC1CC(N(C(C1)(C)C)OCCCCCCCC)(C)C)(C)C (N,N'-Bis(1-octyloxy-2,2,6,6-tetramethylpiperidin-4-yl)-N,N'-bis{2-[(2-hydroxyethyl)-amino]-4-[N-(1-octyloxy-2,2,6,6-tetramethylpiperidin-4-yl)butylamino]-1,3,5-triazin-6-yl}-1,6-hexanediamine). RXN SMILES: [CH2:1]([O:9][N:10]1[C:15]([CH3:17])([CH3:16])[CH2:14][CH:13]([N:18]([C:76]2[N:81]=[C:80](Cl)[N:79]=[C:78]([NH:83][CH2:84][CH2:85][CH2:86][CH2:87][CH:88]3[CH2:93][C:92]([CH3:95])([CH3:94])[N:91]([O:96][CH2:97][CH2:98][CH2:99][CH2:100][CH2:101][CH2:102][CH2:103][CH3:104])[C:90]([CH3:106])([CH3:105])[CH2:89]3)[N:77]=2)[CH2:19][CH2:20][CH2:21][CH2:22][CH2:23][CH2:24][N:25]([CH:57]2[CH2:62][C:61]([CH3:64])([CH3:63])[N:60]([O:65][CH2:66][CH2:67][CH2:68][CH2:69][CH2:70][CH2:71][CH2:72][CH3:73])[C:59]([CH3:75])([CH3:74])[CH2:58]2)[C:26]2[N:31]=[C:30](Cl)[N:29]=[C:28]([NH:33][CH2:34][CH2:35][CH2:36][CH2:37][CH:38]3[CH2:43][C:42]([CH3:45])([CH3:44])[N:41]([O:46][CH2:47][CH2:48][CH2:49][CH2:50][CH2:51][CH2:52][CH2:53][CH3:54])[C:40]([CH3:56])([CH3:55])[CH2:39]3)[N:27]=2)[CH2:12][C:11]1([CH3:108])[CH3:107])[CH2:2][CH2:3][CH2:4][CH2:5][CH2:6][CH2:7][CH3:8].[CH2:109]([CH2:111][NH2:112])[OH:110]>>[CH2:1]([O:9][N:10]1[C:15]([CH3:17])([CH3:16])[CH2:14][CH:13]([N:18]([C:76]2[N:81]=[C:80]([NH:112][CH2:111][CH2:109][OH:110])[N:79]=[C:78]([NH:83][CH2:84][CH2:85][CH2:86][CH2:87][CH:88]3[CH2:93][C:92]([CH3:95])([CH3:94])[N:91]([O:96][CH2:97][CH2:98][CH2:99][CH2:100][CH2:101][CH2:102][CH2:103][CH3:104])[C:90]([CH3:106])([CH3:105])[CH2:89]3)[N:77]=2)[CH2:19][CH2:20][CH2:21][CH2:22][CH2:23][CH2:24][N:25]([CH:57]2[CH2:62][C:61]([CH3:64])([CH3:63])[N:60]([O:65][CH2:66][CH2:67][CH2:68][CH2:69][CH2:70][CH2:71][CH2:72][CH3:73])[C:59]([CH3:75])([CH3:74])[CH2:58]2)[C:26]2[N:31]=[C:30]([NH:112][CH2:111][CH2:109][OH:110])[N:29]=[C:28]([NH:33][CH2:34][CH2:35][CH2:36][CH2:37][CH:38]3[CH2:43][C:42]([CH3:45])([CH3:44])[N:41]([O:46][CH2:47][CH2:48][CH2:49][CH2:50][CH2:51][CH2:52][CH2:53][CH3:54])[C:40]([CH3:56])([CH3:55])[CH2:39]3)[N:27]=2)[CH2:12][C:11]1([CH3:108])[CH3:107])[CH2:2][CH2:3][CH2:4][CH2:5][CH2:6][CH2:7][CH3:8]. Procedure details: The title compound is prepared from the reaction of N,N'-bis(1-octyloxy-2,2,6,6-tetramethylpiperidin-4-yl)-N,N'-bis{2-chloro-4-[N-(1-octyloxy-2,2,6,6-tetramethylpiperidin-4-yl)butylamino]-1,3,5-triazin-6-yl}-1,6-hexanediamine and ethanolamine. RXN SMILES: [C:1]1([CH2:7][CH2:8][CH2:9][CH2:10][CH2:11][CH2:12][CH2:13][CH2:14][CH2:15][CH2:16][C:17]2[C:25]3[S:26][CH:27]=[CH:28][C:24]=3[C:23]([CH2:29][CH2:30][CH2:31][CH2:32][CH2:33][CH2:34][CH2:35][CH2:36][CH2:37][CH2:38][C:39]3[CH:44]=[CH:43][CH:42]=[CH:41][CH:40]=3)=[C:19]3[S:20][CH:21]=[CH:22][C:18]=23)[CH:6]=[CH:5][CH:4]=[CH:3][CH:2]=1.C([Li])CCC.[CH3:50][Sn:51](Cl)([CH3:53])[CH3:52].O>O1CCCC1>[C:1]1([CH2:7][CH2:8][CH2:9][CH2:10][CH2:11][CH2:12][CH2:13][CH2:14][CH2:15][CH2:16][C:17]2[C:25]3[S:26][C:27]([Sn:51]([CH3:53])([CH3:52])[CH3:50])=[CH:28][C:24]=3[C:23]([CH2:29][CH2:30][CH2:31][CH2:32][CH2:33][CH2:34][CH2:35][CH2:36][CH2:37][CH2:38][C:39]3[CH:44]=[CH:43][CH:42]=[CH:41][CH:40]=3)=[C:19]3[S:20][C:21]([Sn:51]([CH3:53])([CH3:52])[CH3:50])=[CH:22][C:18]=23)[CH:2]=[CH:3][CH:4]=[CH:5][CH:6]=1. Reported procedure: To a solution of 4,8-bis(10-phenyldecyl)benzo[1,2-b:4,5-b′]dithiophene (466 mg, 0.75 mmol) in dry tetrahydrofuran (15 mL) was added n-butyllithium (2.5 M in hexane, 0.66 mL, 1.65 mmol) at −78° C. After 1 hour, trimethyltin chloride (349 mg, 1.75 mmol) was added in one portion. The mixture was stirred at room temperature overnight, poured into water (25 mL) and extracted with ether three times. The organic layer was washed with brine and dried over anhydrous MgSO4. Upon evaporating the solvent, a... The yield is 70.0%. The product is C1(=CC=CC=C1)CCCCCCCCCCC1=C2C(SC(=C2)[Sn](C)(C)C)=C(C2=C1SC(=C2)[Sn](C)(C)C)CCCCCCCCCCC2=CC=CC=C2 (4,8-bis(10-phenyldecyl)-2,6-bis-trimethylstannylbenzo[1,2-b:4,5-b′]dithiophene). Starting materials: C1(=CC=CC=C1)CCCCCCCCCCC1=C2C(SC=C2)=C(C2=C1SC=C2)CCCCCCCCCCC2=CC=CC=C2 (4,8-bis(10-phenyldecyl)benzo[1,2-b:4,5-b′]dithiophene), C(CCC)[Li] (n-butyllithium), O (water), C[Sn](C)(C)Cl (trimethyltin chloride). Run in O1CCCC1 (tetrahydrofuran). Conditions: time 1 hour. The reactants are NC=1C=CC(=C(C1)O)OC (5-amino-2-methoxy phenol), CC1=C(C=C(C=C1)NC(C)=O)OCCOC1=CC=CC=C1 (N-[4-methyl-3-(2-phenoxy-ethoxy)-phenyl]-acetamide). The product is COC1=C(C=C(C=C1)NC(C)=O)OCCOC1=CC=CC=C1 (N-[4-methoxy-3-(2-phenoxy-ethoxy)-phenyl]-acetamide). Isolated yield 62.0%. Reaction SMILES: NC1C=CC(OC)=[C:6]([OH:8])C=1.C[C:12]1[CH:17]=[CH:16][C:15]([NH:18][C:19](=[O:21])[CH3:20])=[CH:14][C:13]=1[O:22][CH2:23][CH2:24][O:25][C:26]1[CH:31]=[CH:30][CH:29]=[CH:28][CH:27]=1>>[CH3:6][O:8][C:12]1[CH:17]=[CH:16][C:15]([NH:18][C:19](=[O:21])[CH3:20])=[CH:14][C:13]=1[O:22][CH2:23][CH2:24][O:25][C:26]1[CH:27]=[CH:28][CH:29]=[CH:30][CH:31]=1. Procedure: The compound 19a was prepared starting from 5-amino-2-methoxy phenol (800 mg, 5.75 mmol) according to the procedure described for the synthesis of 18a (as in Example 27) in 62% yield as white powder. Starting materials: BrCCCCCCCCCC (1-bromodecane), CS(=O)([O-])=S.[Na+] (sodium methanethiosulfonate), CN(C)C=O (DMF). Solvent: O (water). Conditions: temperature 60 celsius. Product: CS(=O)(OCCCCCCCCCC)=S (Decyl Methanethiosulfonate). The yield is 94.0%. As a reaction SMILES: Br[CH2:2][CH2:3][CH2:4][CH2:5][CH2:6][CH2:7][CH2:8][CH2:9][CH2:10][CH3:11].[CH3:12][S:13](=[S:16])([O-:15])=[O:14].[Na+].CN(C=O)C>O>[CH3:12][S:13](=[S:16])([O:15][CH2:2][CH2:3][CH2:4][CH2:5][CH2:6][CH2:7][CH2:8][CH2:9][CH2:10][CH3:11])=[O:14] |f:1.2|. Reported procedure: The mixture of 1-bromodecane (2.095 g, 0.00947 mol), sodium methanethiosulfonate and dry DMF (6 mL) was heated at 60° C. for 2 hr. At room temperature, water (15 mL) was added and the mixture was extracted with ether (3×30 mL). The ether extracts were washed with brine, dried, concentrated and the residue was subjected to flash column chromatography on silica gel with EtOAc-hexanes (1:4) to afford a white solid (2.063 g, 94%). It was recrystallized from 95% EtOH. mp: 28.0-29.5° C. IR (CDCl3 cast...